The task is: describe an organic reaction: reactants, conditions, products, and yield. This data is from the Open Reaction Database (ORD), a public repository of structured organic reaction records. Starting materials: IC1=CC(=NC=C1)OC (4-iodo-2-methoxypyridine), P(C(C)(C)C)(C(C)(C)C)C(C)(C)C (P(tBu)3), [H+].[B-](F)(F)(F)F (HBF4), ClC1=NC=CC=C1B(O)O (2-chloropyridine-3-boronic acid), C(=O)([O-])[O-].[Na+].[Na+] (Na2CO3). Reagents/catalysts: CC(=O)[O-].CC(=O)[O-].[Pd+2] (Pd(OAc)2). Run in O (water), O1CCOCC1 (dioxane), CCOC(=O)C (EtOAc). Reaction conditions: temperature 100 celsius. The product is ClC1=NC=CC=C1C1=CC(=NC=C1)OC (2-chloro-3-(2-methoxypyridin-4-yl)pyridine). Reaction SMILES: I[C:2]1[CH:7]=[CH:6][N:5]=[C:4]([O:8][CH3:9])[CH:3]=1.[Cl:10][C:11]1[C:16](B(O)O)=[CH:15][CH:14]=[CH:13][N:12]=1.C([O-])([O-])=O.[Na+].[Na+].P(C(C)(C)C)(C(C)(C)C)C(C)(C)C.[H+].[B-](F)(F)(F)F>CCOC(C)=O.CC([O-])=O.CC([O-])=O.[Pd+2].O.O1CCOCC1>[Cl:10][C:11]1[C:16]([C:2]2[CH:7]=[CH:6][N:5]=[C:4]([O:8][CH3:9])[CH:3]=2)=[CH:15][CH:14]=[CH:13][N:12]=1 |f:2.3.4,6.7,9.10.11|. Procedure details: To 4-iodo-2-methoxypyridine (834 mg, 3.55 mmol), 2-chloropyridine-3-boronic acid (838 mg, 5.32 mmol), Na2CO3 (1.13 g, 10.7 mmol), Pd(OAc)2 (40 mg, 0.18 mmol) and P(tBu)3.HBF4 (104 mg, 0.36 mmol) was added dioxane (12 mL) and water (4 mL). The mixture was heated overnight at 100° C. in a sealed tube. The resulting mixture was diluted with EtOAc and extracted with water and brine. The organic layer was dried over Na2SO4, filtered and concentrated. The resulting solid was triturated with MeOH and d... Product: C(N)(=N)C=1C=C2C=C(NC2=CC1Cl)C=1C=C(C=C(C1O)C1=CC=CC=C1)CC(=O)O ([5-(5-Carbamimidoyl-6-chloro-1H-indol-2-yl)-6-hydroxy-biphenyl-3-yl]-acetic acid). RXN SMILES: C(OC(=O)C)(=O)C.[Cl:8][C:9]1[CH:17]=[C:16]2[C:12]([CH:13]=[C:14]([C:18]3[CH:19]=[C:20]([CH2:31][C:32]([OH:34])=[O:33])[CH:21]=[C:22]([C:25]4[CH:30]=[CH:29][CH:28]=[CH:27][CH:26]=4)[C:23]=3[OH:24])[NH:15]2)=[CH:11][C:10]=1[C:35](=[NH:38])[NH:36]O>C(O)(=O)C.[Pd]>[C:35]([C:10]1[CH:11]=[C:12]2[C:16](=[CH:17][C:9]=1[Cl:8])[NH:15][C:14]([C:18]1[CH:19]=[C:20]([CH2:31][C:32]([OH:34])=[O:33])[CH:21]=[C:22]([C:25]3[CH:30]=[CH:29][CH:28]=[CH:27][CH:26]=3)[C:23]=1[OH:24])=[CH:13]2)(=[NH:36])[NH2:38]. Starting materials: C(C)(=O)OC(C)=O (Acetic anhydride), ClC1=C(C=C2C=C(NC2=C1)C=1C=C(C=C(C1O)C1=CC=CC=C1)CC(=O)O)C(NO)=N ({5-[6-Chloro-5-(N-hydroxycarbamimidoyl)-1H-indol-2-yl]-6-hydroxy-biphenyl-3-yl}-acetic acid). Conditions: time 1.5 hour. The solvent is C(C)(=O)O (acetic acid). Reported procedure: Acetic anhydride (1.1 eq, 0.77 ml, in 7 ml of AcOH) was added drop wise to a stirring solution of 3 g of 18 in 34 ml of acetic acid at ambient temperature under N2 over several minutes. HPLC 15 minutes thereafter indicated formation of a hydrophobic product. A catalytic amount of Pd/C (10% w/w) was added to the reaction mixture and teh reaction vessel then was charged with H2 (atm.). The reaction mixture was agitated for about 1.5 h. The agitated reaction mixture was passed through a celite pad ... Reagents/catalysts: [Pd] (Pd/C). Starting materials: C=O (Formaline), C1(=CC=CC=C1)C=1N=C(SC1)C1(CCOCC1)CN ((4-(4-phenylthiazol-2-yl)tetrahydro-2H-pyran-4-yl)methanamine), C(C)(=O)O[BH-](OC(C)=O)OC(C)=O.[Na+] (sodiumtriacetoxy borohydride). The solvent is ClCCCl (1,2-dichloroethane). Reaction conditions: temperature 0 celsius, time 45 minute. Yields the product CNCC1(CCOCC1)C=1SC=C(N1)C1=CC=CC=C1 (N-methyl-1-(4-(4-phenylthiazol-2-yl)tetrahydro-2H-pyran-4-yl)methanamine). Yield: 54.7%. Reaction SMILES: [C:1]1([C:7]2[N:8]=[C:9]([C:12]3([CH2:18][NH2:19])[CH2:17][CH2:16][O:15][CH2:14][CH2:13]3)[S:10][CH:11]=2)[CH:6]=[CH:5][CH:4]=[CH:3][CH:2]=1.C=O.[C:22](O[BH-](OC(=O)C)OC(=O)C)(=O)C.[Na+]>ClCCCl>[CH3:22][NH:19][CH2:18][C:12]1([C:9]2[S:10][CH:11]=[C:7]([C:1]3[CH:2]=[CH:3][CH:4]=[CH:5][CH:6]=3)[N:8]=2)[CH2:13][CH2:14][O:15][CH2:16][CH2:17]1 |f:2.3|. Procedure: (4-(4-phenylthiazol-2-yl)tetrahydro-2H-pyran-4-yl)methanamine (300 mg, 1.1 mmol) was dissolved in 1,2-dichloroethane (30 mL) and cooled to 0° C. Formaline solution (˜0.1 mL, 35%) was added to the solution, followed by sodiumtriacetoxy borohydride (0.16 g, 0.76 mmol). The reaction mixture was further stirred for 45 min maintaining the same temperature. The reaction mixture was then quenched with 10% NaHCO3 solution and diluted with CH2Cl2. The organic layer was separated, dried over anhydrous Na2... The reactants are C(C)(C)(C)OC(NC\C=C\C=1C=C2C(=NC=NC2=CC1)NC1=CC(=C(C=C1)OC=1C=NC(=CC1)C)Cl)=O (E-(3-{4-[3-chloro-4-(6-methyl-pyridin-3-yloxy)-phenylamino]-quinazolin-6-yl}-allyl)-carbamic acid tert-butyl ester), Cl (hydrochloric acid), C(Cl)Cl (Methylene chloride), C([O-])([O-])=O.[K+].[K+] (potassium carbonate). The solvent is O1CCCC1 (tetrahydrofuran). Conditions: temperature 60 celsius. Product: NC/C=C/C=1C=C2C(=NC=NC2=CC1)NC1=CC(=C(C=C1)OC=1C=NC(=CC1)C)Cl (E-[6-(3-amino-propenyl)-quinazolin-4-yl]-[3-chloro-4-(6-methyl-pyridin-3-yloxy)-phenyl]-amine). Isolated yield 83.6%. Reaction SMILES: C(OC(=O)[NH:7][CH2:8]/[CH:9]=[CH:10]/[C:11]1[CH:12]=[C:13]2[C:18](=[CH:19][CH:20]=1)[N:17]=[CH:16][N:15]=[C:14]2[NH:21][C:22]1[CH:27]=[CH:26][C:25]([O:28][C:29]2[CH:30]=[N:31][C:32]([CH3:35])=[CH:33][CH:34]=2)=[C:24]([Cl:36])[CH:23]=1)(C)(C)C.Cl.C(=O)([O-])[O-].[K+].[K+].C(Cl)Cl>O1CCCC1>[NH2:7][CH2:8]/[CH:9]=[CH:10]/[C:11]1[CH:12]=[C:13]2[C:18](=[CH:19][CH:20]=1)[N:17]=[CH:16][N:15]=[C:14]2[NH:21][C:22]1[CH:27]=[CH:26][C:25]([O:28][C:29]2[CH:30]=[N:31][C:32]([CH3:35])=[CH:33][CH:34]=2)=[C:24]([Cl:36])[CH:23]=1 |f:2.3.4|. Procedure details: To a solution of 4.42 g of E-(3-{4-[3-chloro-4-(6-methyl-pyridin-3-yloxy)-phenylamino]-quinazolin-6-yl}-allyl)-carbamic acid tert-butyl ester in 21 mL of tetrahydrofuran was added 21 mL of 2 N hydrochloric acid. The mixture was heated at 60° C. for 3 hours, cooled to room temperature and basified with 10% aqueous potassium carbonate. Methylene chloride was added to the aqueous mixture and a solid precipitated. The solid was filtered and dried to yield 2.98 g of E-[6-(3-amino-propenyl)-quinazolin... Reactants: [BH4-], CO, CCC(=O)C(=O)Nc1c(C)c(C)c2c(c1C)C(c1ccc(C(C)C)cc1)CO2, [Na+], O. Yields the product CCC(O)C(=O)Nc1c(C)c(C)c2c(c1C)C(c1ccc(C(C)C)cc1)CO2. As a reaction SMILES: [BH4-:29].[CH3:32][OH:33].[CH:1]([CH3:2])([CH3:3])[c:4]1[cH:5][cH:6][c:7]([CH:10]2[CH2:11][O:12][c:13]3[c:14]2[c:15]([CH3:28])[c:16]([NH:21][C:22]([C:23]([CH2:24][CH3:25])=[O:26])=[O:27])[c:17]([CH3:20])[c:18]3[CH3:19])[cH:8][cH:9]1.[Na+:30].[OH2:31]>>[CH:1]([CH3:2])([CH3:3])[c:4]1[cH:5][cH:6][c:7]([CH:10]2[CH2:11][O:12][c:13]3[c:14]2[c:15]([CH3:28])[c:16]([NH:21][C:22]([CH:23]([CH2:24][CH3:25])[OH:26])=[O:27])[c:17]([CH3:20])[c:18]3[CH3:19])[cH:8][cH:9]1. The reactants are C([O-])(O)=O.[Na+] (sodium bicarbonate), S(O)(O)(=O)=O (sulfuric acid), O=[Cr](=O)=O.C1=NC=CC=C1.C2=NC=CC=C2 (Collins reagent), COC(CCC\C=C/C[C@@H]1[C@H]([C@@H](C[C@H]1Cl)OC1OCCCC1)CO)=O ((±)-(Z)-7-[(1R,2S,3R,5R)-5-chloro-2-hydroxymethyl-3-(tetrahydropyran-2-yloxy)-cyclopentyl]-5-heptenic acid methyl ester). Solvent: C(C)OCC (diethyl ether), O (water), ClCCl (dichloromethane), ClCCl (dichloromethane). Reaction conditions: time 5 minute. The product is COC(CCC\C=C/C[C@@H]1[C@H]([C@@H](C[C@H]1Cl)OC1OCCCC1)C=O)=O ((±)-(5Z)-7-[(1R,2R,3R,5R)-5-chloro-2-formyl-3-(tetrahydropyran-2-yloxy)-cyclopentyl]-5-heptenic acid methyl ester). The yield is 86.5%. As a reaction SMILES: O=[Cr](=O)=O.C1C=CC=CN=1.C1C=CC=CN=1.[CH3:17][O:18][C:19](=[O:41])[CH2:20][CH2:21][CH2:22]/[CH:23]=[CH:24]\[CH2:25][C@H:26]1[C@H:30]([Cl:31])[CH2:29][C@@H:28]([O:32][CH:33]2[CH2:38][CH2:37][CH2:36][CH2:35][O:34]2)[C@@H:27]1[CH2:39][OH:40].C(=O)(O)[O-].[Na+].S(=O)(=O)(O)O>ClCCl.C(OCC)C.O>[CH3:17][O:18][C:19](=[O:41])[CH2:20][CH2:21][CH2:22]/[CH:23]=[CH:24]\[CH2:25][C@H:26]1[C@H:30]([Cl:31])[CH2:29][C@@H:28]([O:32][CH:33]2[CH2:38][CH2:37][CH2:36][CH2:35][O:34]2)[C@@H:27]1[CH:39]=[O:40] |f:0.1.2,4.5|. Reported procedure: 9 g of Collins reagent is dissolved in 85 ml of dichloromethane, and a solution of 2 g of VI in 25 ml of dichloromethane is instilled with stirring in 5 minutes, stirred 15 minutes, diluted with 200 ml of diethyl ether, shaken with sodium bicarbonate solution, diluted sulfuric acid and salt water, dried over magnesium sulfate and concentrated by evaporation in a vacuum. 1.72 g of aldehyde VII is obtained as oil. Reactants: CN(C)Cc1ccc(CSCCC2N=C(C(Cl)(Cl)Cl)ON2N)o1, CN, CCO. The product is CNC1=NC(CCSCc2ccc(CN(C)C)o2)N(N)O1. As a reaction SMILES: [CH3:1][N:2]([CH3:3])[CH2:4][c:5]1[cH:6][cH:7][c:8]([CH2:10][S:11][CH2:12][CH2:13][CH:14]2[N:15]([NH2:23])[O:16][C:17]([C:19]([Cl:20])([Cl:21])[Cl:22])=[N:18]2)[o:9]1.[CH3:24][NH2:25].[CH3:26][CH2:27][OH:28]>>[CH3:1][N:2]([CH3:3])[CH2:4][c:5]1[cH:6][cH:7][c:8]([CH2:10][S:11][CH2:12][CH2:13][CH:14]2[N:15]([NH2:23])[O:16][C:17]([NH:25][CH3:24])=[N:18]2)[o:9]1.